This data is from the Open Reaction Database (ORD), a public repository of structured organic reaction records. The task is: describe an organic reaction: reactants, conditions, products, and yield Starting materials: [H][H] (hydrogen), O=C[C@H](O)[C@@H](O)[C@H](O)[C@H](O)CO (glucose), aqueous solution, O=C[C@H](O)[C@@H](O)[C@H](O)[C@H](O)CO (glucose). The reagents and catalysts are [Ni] (nickel). Yields the product OC[C@H](O)[C@@H](O)[C@H](O)[C@H](O)CO (sorbitol), C([C@@H](O)[C@@H](O)[C@H](O)[C@H](O)CO)O (mannitol). RXN SMILES: [O:1]=[CH:2][C@@H:3]([C@H:5]([C@@H:7]([C@@H:9]([CH2:11][OH:12])[OH:10])[OH:8])[OH:6])[OH:4].[H][H]>[Ni]>[OH:12][CH2:11][C@@H:9]([C@H:7]([C@@H:5]([C@@H:3]([CH2:2][OH:1])[OH:4])[OH:6])[OH:8])[OH:10].[CH2:11]([OH:12])[C@H:9]([C@H:7]([C@@H:5]([C@@H:3]([CH2:2][OH:1])[OH:4])[OH:6])[OH:8])[OH:10]. Reported procedure: A mixture of 60 ml of a 45 percent aqueous solution of glucose containing 6 g of a 10 percent nickel on titanium dioxide catalyst, reduced at 250° C., was reacted with hydrogen at 700 psig and 120° C. for 5 hours. The cooled reaction mixture was then analyzed by high pressure liquid chromatography which showed that 98 percent of the glucose had reacted to afford as the only two products sorbitol and mannitol with selectivity of 95 percent and 3 percent respectively. Reactants: Br (HBr), BrC(C(=O)C1=CC=C(C=C1)OC1=CC=C(C=C1)C(=O)C1CCCCC1)(C)C (2-bromo-1-[4-(4-cyclohexancarbonyl-phenoxy)-phenyl]-2-methyl-propan-1-one), [Br-] (bromide). Solvent: ClCCl (dichloromethane), ClCCl (dichloromethane). Run at time 3 hour. The product is BrC(C(=O)C1=CC=C(C=C1)OC1=CC=C(C=C1)C(=O)C1(CCCCC1)Br)(C)C (2-bromo-1-{4-[4-(1-bromo-cyclohexanecarbonyl)-phenoxy]-phenyl}-2-methyl-propan-1-one). As a reaction SMILES: [BrH:1].[Br:2][C:3]([CH3:28])([CH3:27])[C:4]([C:6]1[CH:11]=[CH:10][C:9]([O:12][C:13]2[CH:18]=[CH:17][C:16]([C:19]([CH:21]3[CH2:26][CH2:25][CH2:24][CH2:23][CH2:22]3)=[O:20])=[CH:15][CH:14]=2)=[CH:8][CH:7]=1)=[O:5].[Br-]>ClCCl>[Br:2][C:3]([CH3:28])([CH3:27])[C:4]([C:6]1[CH:7]=[CH:8][C:9]([O:12][C:13]2[CH:18]=[CH:17][C:16]([C:19]([C:21]3([Br:1])[CH2:26][CH2:25][CH2:24][CH2:23][CH2:22]3)=[O:20])=[CH:15][CH:14]=2)=[CH:10][CH:11]=1)=[O:5]. Procedure details: A drop of 48% HBr was added to a solution of 2.7 g (6.29 mmol) of 2-bromo-1-[4-(4-cyclohexancarbonyl-phenoxy)-phenyl]-2-methyl-propan-1-one dissolved in 60 ml of dichloromethane; 0.322 ml (6.29 mmol) of bromide dissolved in 5 ml of dichloromethane were added drop wise, in 15′. After 3 h, the organic phase was washed with water and with a sodium metabisulphite solution, separated, dried on sodium sulphate and evaporated in vacuum obtaining 3.2 g of product as a yellow oil. Starting materials: C(C)OC(CCCOC1=C(C(=CC=C1)CCCCCCOC1=CC(=CC(=C1)Br)Br)CCC(=O)OCC)=O (4-{3-[6-(3,5-dibromo-phenoxy)-hexyl]-2-(2-ethoxycarbonyl-ethyl)-phenoxy}-butyric acid ethyl ester), N1=CC(=CC=C1)B(O)O (pyridin-3-ylboronic acid). Yields the product C(C)OC(CCCOC1=C(C(=CC=C1)CCCCCCOC1=CC(=CC(=C1)C=1C=NC=CC1)C=1C=NC=CC1)CCC(=O)OCC)=O (4-{3-[6-(3,5-di-pyridin-3-yl-phenoxy)-hexyl]-2-(2-ethoxycarbonyl-ethyl)-phenoxy}-butyric acid ethyl ester). Isolated yield 62.2%. RXN SMILES: [CH2:1]([O:3][C:4](=[O:37])[CH2:5][CH2:6][CH2:7][O:8][C:9]1[CH:14]=[CH:13][CH:12]=[C:11]([CH2:15][CH2:16][CH2:17][CH2:18][CH2:19][CH2:20][O:21][C:22]2[CH:27]=[C:26](Br)[CH:25]=[C:24](Br)[CH:23]=2)[C:10]=1[CH2:30][CH2:31][C:32]([O:34][CH2:35][CH3:36])=[O:33])[CH3:2].[N:38]1[CH:43]=[CH:42][CH:41]=[C:40](B(O)O)[CH:39]=1>>[CH2:1]([O:3][C:4](=[O:37])[CH2:5][CH2:6][CH2:7][O:8][C:9]1[CH:14]=[CH:13][CH:12]=[C:11]([CH2:15][CH2:16][CH2:17][CH2:18][CH2:19][CH2:20][O:21][C:22]2[CH:27]=[C:26]([C:40]3[CH:39]=[N:38][CH:43]=[CH:42][CH:41]=3)[CH:25]=[C:24]([C:40]3[CH:39]=[N:38][CH:43]=[CH:42][CH:41]=3)[CH:23]=2)[C:10]=1[CH2:30][CH2:31][C:32]([O:34][CH2:35][CH3:36])=[O:33])[CH3:2]. Procedure details: A similar procedure as described in Example 1, step 2 was used, starting from 4-{3-[6-(3,5-dibromo-phenoxy)-hexyl]-2-(2-ethoxycarbonyl-ethyl)-phenoxy}-butyric acid ethyl ester (250 mg, 0.39 mmol) and pyridin-3-ylboronic acid (201 mg, 1.55 mmol) to give 4-{3-[6-(3,5-di-pyridin-3-yl-phenoxy)-hexyl]-2-(2-ethoxycarbonyl-ethyl)-phenoxy}-butyric acid ethyl ester (155 mg, 62%) as a colorless oil: ES(+)-HRMS m/e calculated for C39H46N2O6 (M+H)+ 639.3429, found 639.3416. The reactants are ClC1=CC=2CC3=CC(=CC=C3C2C=C1)Cl (2,7-dichlorofluorene), BrCCC(C)C (1-bromo-3-methylbutane), 1,2,7-dichloro-9,9-di(3-methyl-1-butyl)fluorene. Solvent: CCCCC (pentane). The product is ClC1=CC=2C(C3=CC(=CC=C3C2C=C1)Cl)(CCC(C)C)CCC(C)C (2,7-Dichloro-9,9-di(3-methyl-1-butyl)fluorene). Isolated yield 90.0%. As a reaction SMILES: [Cl:1][C:2]1[CH:14]=[CH:13][C:12]2[C:11]3[C:6](=[CH:7][C:8]([Cl:15])=[CH:9][CH:10]=3)[CH2:5][C:4]=2[CH:3]=1.Br[CH2:17][CH2:18][CH:19]([CH3:21])[CH3:20]>CCCCC>[Cl:1][C:2]1[CH:14]=[CH:13][C:12]2[C:11]3[C:6](=[CH:7][C:8]([Cl:15])=[CH:9][CH:10]=3)[C:5]([CH2:2][CH2:3][CH:4]([CH3:5])[CH3:12])([CH2:17][CH2:18][CH:19]([CH3:21])[CH3:20])[C:4]=2[CH:3]=1. Procedure details: Following the procedure of Example 1,2,7-dichloro-9,9-di(3-methyl-1-butyl)fluorene is prepared from 2,7-dichlorofluorene and 1-bromo-3-methylbutane as colorless crystals (recrystallized from pentane) in 90 percent yield, melting point 116° C. to 117.5° C. The spectral data is consistent with the title structure and HPLC analysis shows the purity as 99 percent and greater. The reactants are BrC=1C=CC(=NC1)CN1CCCC1 (5-bromo-2-(pyrrolidin-1-ylmethyl)pyridine), C([O-])([O-])=O.[Cs+].[Cs+] (caesium carbonate), NC1=NC=CC(=C1)CN1C(N(C(C1(C)C)=O)C1=CC=C(C=C1)C(C)(C)C)=O (1-[(2-aminopyridin-4-yl)methyl]-3-(4-tert-butylphenyl)-5,5-dimethylimidazolidine-2,4-dione), CC1(C2=CC=CC(=C2OC=2C(=CC=CC12)P(C1=CC=CC=C1)C1=CC=CC=C1)P(C1=CC=CC=C1)C1=CC=CC=C1)C (9,9-dimethyl-4,5-bis(diphenylphosphino)xanthene). Reagents/catalysts: C(C)(=O)[O-].[Pd+2].C(C)(=O)[O-] (palladium acetate). Run in O1CCOCC1 (dioxane). The product is C(C)(C)(C)C1=CC=C(C=C1)N1C(N(C(C1=O)(C)C)CC1=CC(=NC=C1)NC=1C=NC(=CC1)CN1CCCC1)=O (3-(4-tert-butylphenyl)-5,5-dimethyl-1-[(2-{[6-(pyrrolidin-1-yl-methyl)pyridin-3-yl]amino}pyridin-4-yl)methyl]imidazolidine-2,4-dione). Yield: 8.9%. RXN SMILES: [NH2:1][C:2]1[CH:7]=[C:6]([CH2:8][N:9]2[C:13]([CH3:15])([CH3:14])[C:12](=[O:16])[N:11]([C:17]3[CH:22]=[CH:21][C:20]([C:23]([CH3:26])([CH3:25])[CH3:24])=[CH:19][CH:18]=3)[C:10]2=[O:27])[CH:5]=[CH:4][N:3]=1.Br[C:29]1[CH:30]=[CH:31][C:32]([CH2:35][N:36]2[CH2:40][CH2:39][CH2:38][CH2:37]2)=[N:33][CH:34]=1.CC1(C)C2C=CC=C(P(C3C=CC=CC=3)C3C=CC=CC=3)C=2OC2C1=CC=CC=2P(C1C=CC=CC=1)C1C=CC=CC=1.C(=O)([O-])[O-].[Cs+].[Cs+]>O1CCOCC1.C([O-])(=O)C.[Pd+2].C([O-])(=O)C>[C:23]([C:20]1[CH:19]=[CH:18][C:17]([N:11]2[C:12](=[O:16])[C:13]([CH3:15])([CH3:14])[N:9]([CH2:8][C:6]3[CH:5]=[CH:4][N:3]=[C:2]([NH:1][C:29]4[CH:34]=[N:33][C:32]([CH2:35][N:36]5[CH2:37][CH2:38][CH2:39][CH2:40]5)=[CH:31][CH:30]=4)[CH:7]=3)[C:10]2=[O:27])=[CH:22][CH:21]=1)([CH3:26])([CH3:25])[CH3:24] |f:3.4.5,7.8.9|. Procedure details: To a solution of 0.5 g of 1-[(2-aminopyridin-4-yl)methyl]-3-(4-tert-butylphenyl)-5,5-dimethylimidazolidine-2,4-dione obtained in stage c) of Example 7 in 15 mL of dioxane are successively added, under argon, 0.32 g of 5-bromo-2-(pyrrolidin-1-ylmethyl)pyridine obtained in stage a) below, 77 mg of 9,9-dimethyl-4,5-bis(diphenylphosphino)xanthene (xantphos), 38 mg of palladium acetate and 1.75 g of caesium carbonate. The reaction mixture is refluxed for 7 hours and then filtered and concentrated und... The reactants are NC1=NN(C(S1)(C1=CC=CC=C1)CCCC(=O)NCCO[Si](C)(C)C(C)(C)C)C(C(C)(C)C)=O (4-[5-amino-3-(2,2-dimethylpropionyl)-2-phenyl-2,3-dihydro-1,3,4-thiadiazol-2-yl]-N-[2-(tert-butyldimethylsiloxy)ethyl]butanamide), N1=CC=CC=C1 (pyridine), CC(C(=O)Cl)(C)C (trimethylacetyl chloride). The product is O([Si](C)(C)C(C)(C)C)CCNC(CCCC1(SC(=NN1C(C(C)(C)C)=O)NC(C(C)(C)C)=O)C1=CC=CC=C1)=O (N-[2-(tert-butyl-dimethylsiloxy)ethyl]-4-[3-(2,2-dimethylpropionyl)-5-(2,2-dimethylpropionylamino)-2-phenyl-2,3-dihydro-1,3,4-thiadiazol-2-yl]butanamide). Isolated yield 85.2%. As a reaction SMILES: [NH2:1][C:2]1[S:6][C:5]([CH2:13][CH2:14][CH2:15][C:16]([NH:18][CH2:19][CH2:20][O:21][Si:22]([C:25]([CH3:28])([CH3:27])[CH3:26])([CH3:24])[CH3:23])=[O:17])([C:7]2[CH:12]=[CH:11][CH:10]=[CH:9][CH:8]=2)[N:4]([C:29](=[O:34])[C:30]([CH3:33])([CH3:32])[CH3:31])[N:3]=1.N1C=CC=CC=1.[CH3:41][C:42]([CH3:47])([CH3:46])[C:43](Cl)=[O:44]>>[O:21]([CH2:20][CH2:19][NH:18][C:16](=[O:17])[CH2:15][CH2:14][CH2:13][C:5]1([C:7]2[CH:8]=[CH:9][CH:10]=[CH:11][CH:12]=2)[N:4]([C:29](=[O:34])[C:30]([CH3:33])([CH3:32])[CH3:31])[N:3]=[C:2]([NH:1][C:43](=[O:44])[C:42]([CH3:47])([CH3:46])[CH3:41])[S:6]1)[Si:22]([C:25]([CH3:26])([CH3:27])[CH3:28])([CH3:24])[CH3:23]. Procedure details: In the same manner as that in Step 3 of Reference Example 20, from the optically active 4-[5-amino-3-(2,2-dimethylpropionyl)-2-phenyl-2,3-dihydro-1,3,4-thiadiazol-2-yl]-N-[2-(tert-butyldimethylsiloxy)ethyl]butanamide (0.0683 g, 0.135 mmol) obtained in Step 6 mentioned above, pyridine (131 μL, 1.62 mmol) and trimethylacetyl chloride (0.166 mL, 1.35 mmol), optically active N-[2-(tert-butyl-dimethylsiloxy)ethyl]-4-[3-(2,2-dimethylpropionyl)-5-(2,2-dimethylpropionylamino)-2-phenyl-2,3-dihydro-1,3,4-... The reactants are C(C)N(C)CC (diethylmethylamine), FC(S(=O)(=O)O)(F)F (trifluoromethanesulfonic acid), C(C)N(C)CC (diethylmethylamine), FC(S(=O)(=O)O)(F)F (trifluoromethanesulfonic acid). The product is FC(S(=O)(=O)[O-])(F)F.C(C)[NH+](C)CC (diethylmethylammonium trifluoromethanesulfonate). Reaction SMILES: [CH2:1]([N:3]([CH2:5][CH3:6])[CH3:4])[CH3:2].[F:7][C:8]([F:14])([F:13])[S:9]([OH:12])(=[O:11])=[O:10]>>[F:7][C:8]([F:14])([F:13])[S:9]([O-:12])(=[O:11])=[O:10].[CH2:1]([NH+:3]([CH2:5][CH3:6])[CH3:4])[CH3:2] |f:2.3|. Reported procedure: Equimolar amounts of diethylmethylamine and trifluoromethanesulfonic acid were weighed in a glove box under argon atmosphere. The weighed diethylmethylamine and trifluoromethanesulfonic acid were mixed and stirred while being cooled by liquid nitrogen, thus obtaining a target ionic conductor.